Dataset: the Open Reaction Database (ORD), a public repository of structured organic reaction records. Task: describe an organic reaction: reactants, conditions, products, and yield Reactants: C12(CC3CC(CC(C1)C3)C2)CC=O (adamantane acetaldehyde), O (water), C([O-])(O)=O.[K+] (potassium bicarbonate), ClC(=O)OCC1=CC=CC=C1 (benzyl chloroformate), C(C(C)C)NC([C@H]1N(CCC1)C([C@@H](NC(=O)OCC1=CC=CC=C1)CCCCNC(=O)OC(C)(C)C)=O)=O (Nα -benzyloxycarbonyl-Nε -tert.butoxycarbonyl-L-lysyl-L-proline isobutylamide). Reagents/catalysts: [Pd] (palladium/carbon). Solvent: CO (methanol), CCCCCC.C(C)(=O)OCC (n-hexane ethyl acetate), C(C)OCC (diethyl ether), CO (methanol). Run at time 16 hour. The product is C(C(C)C)NC([C@H]1N(CCC1)C([C@@H](N)CCCCNC(=O)OC(C)(C)C)=O)=O (Nε -tert.butoxycarbonyl-L-lysyl-L-proline isobutylamide). RXN SMILES: [CH2:1]([NH:5][C:6](=[O:38])[C@@H:7]1[CH2:11][CH2:10][CH2:9][N:8]1[C:12](=[O:37])[C@H:13]([CH2:25][CH2:26][CH2:27][CH2:28][NH:29][C:30]([O:32][C:33]([CH3:36])([CH3:35])[CH3:34])=[O:31])[NH:14]C(OCC1C=CC=CC=1)=O)[CH:2]([CH3:4])[CH3:3].C12(CC=O)CC3CC(CC(C3)C1)C2.O.C(=O)(O)[O-].[K+].ClC(OCC1C=CC=CC=1)=O>CO.C(OCC)C.[Pd].CCCCCC.C(OCC)(=O)C>[CH2:1]([NH:5][C:6](=[O:38])[C@@H:7]1[CH2:11][CH2:10][CH2:9][N:8]1[C:12](=[O:37])[C@H:13]([CH2:25][CH2:26][CH2:27][CH2:28][NH:29][C:30]([O:32][C:33]([CH3:36])([CH3:35])[CH3:34])=[O:31])[NH2:14])[CH:2]([CH3:4])[CH3:3] |f:3.4,9.10|. Procedure details: A solution of 6.3 g (0.012 mol) of Nα -benzyloxycarbonyl-Nε -tert.butoxycarbonyl-L-lysyl-L-proline isobutylamide in 100 ml of methanol was hydrogenated for 3 hours in the presence of 0.6 g of 5% palladium/carbon. A solution of 2.2 g (0.012 mol) of adamantane acetaldehyde in 5 ml of methanol was added via a septum cap and the hydrogenation was continued for 16 hours. The catalyst was removed by filtration and the filtrate was evaporated. A solution of the residue in 70 ml of diethyl ether was tre... Starting materials: C(CN)N (ethylenediamine), [OH-].[Na+] (sodium hydroxide), NC=1C=C2C(=NC1)N(C=C2C=2C=C(C=NC2)N[C@@H](C(C)C)C(=O)NCC(F)(F)F)COCC[Si](C)(C)C (N2-{5-[5-(amino)-1-{[2-(trimethylsilyl)ethoxy]methyl}-1H-pyrrolo[2,3-b]pyridin-3-yl]pyridin-3-yl}-N-(2,2,2-trifluoroethyl)valinamide), C(=O)(C(F)(F)F)O (TFA), resultant mixture. Run in CS(=O)C (dimethylsulfoxide), C(Cl)Cl (DCM). Conditions: time 18 hour. The product is NC=1C=C2C(=NC1)NC=C2C=2C=C(C=NC2)N[C@@H](C(C)C)C(=O)NCC(F)(F)F (N2-[5-(5-amino-1H-pyrrolo[2,3-b]pyridin-3-yl)pyridin-3-yl]-N-(2,2,2-trifluoroethyl)valinamide). Reaction SMILES: [NH2:1][C:2]1[CH:3]=[C:4]2[C:10]([C:11]3[CH:12]=[C:13]([NH:17][C@H:18]([C:22]([NH:24][CH2:25][C:26]([F:29])([F:28])[F:27])=[O:23])[CH:19]([CH3:21])[CH3:20])[CH:14]=[N:15][CH:16]=3)=[CH:9][N:8](COCC[Si](C)(C)C)[C:5]2=[N:6][CH:7]=1.C(O)(C(F)(F)F)=O.C(N)CN.[OH-].[Na+]>C(Cl)Cl.CS(C)=O>[NH2:1][C:2]1[CH:3]=[C:4]2[C:10]([C:11]3[CH:12]=[C:13]([NH:17][C@H:18]([C:22]([NH:24][CH2:25][C:26]([F:27])([F:29])[F:28])=[O:23])[CH:19]([CH3:20])[CH3:21])[CH:14]=[N:15][CH:16]=3)=[CH:9][NH:8][C:5]2=[N:6][CH:7]=1 |f:3.4|. Procedure details: To a solution N2-{5-[5-(amino)-1-{[2-(trimethylsilyl)ethoxy]methyl}-1H-pyrrolo[2,3-b]pyridin-3-yl]pyridin-3-yl}-N-(2,2,2-trifluoroethyl)valinamide 5-1b (50 mg, 0.093 mmol) in DCM (2 mL) was added TFA (1.4 mL, 18.6 mmol) and the resultant mixture was stirred for 2 h. The mixture was concentrated in vacuo, resuspended in MeOH (1 mL) and to this was added ethylenediamine (13 μl, 0.186 mmol) and sodium hydroxide (10 M aq) (0.065 mL, 0.652 mmol). After 18 h, the reaction was transferred to vial with ... The reactants are ClCC=1N=C(SC1)CCC=1N=C(OC1C)C1=CC=CC=C1 (4-[2-(4-chloromethyl-2-thiazolyl)ethyl]-5-methyl-2-phenyloxazole), OC=1C=C(C=CC1)CC(=O)OC (methyl 2-(3-hydroxyphenyl)acetate), CN(C=O)C (N,N-dimethylformamide), [H-].[Na+] (sodium hydride). Run in O (water). Reaction conditions: time 15 hour. Yields the product CC1=C(N=C(O1)C1=CC=CC=C1)CCC=1SC=C(N1)COC=1C=C(C=CC1)CC(=O)OC (methyl 2-[3-[[2-[2-(5-methyl-2-phenyl-4-oxazolyl)ethyl]-4-thiazolyl]methoxy]phenyl]acetate). Yield: 38.3%. Reaction SMILES: Cl[CH2:2][C:3]1[N:4]=[C:5]([CH2:8][CH2:9][C:10]2[N:11]=[C:12]([C:16]3[CH:21]=[CH:20][CH:19]=[CH:18][CH:17]=3)[O:13][C:14]=2[CH3:15])[S:6][CH:7]=1.[OH:22][C:23]1[CH:24]=[C:25]([CH2:29][C:30]([O:32][CH3:33])=[O:31])[CH:26]=[CH:27][CH:28]=1.CN(C)C=O.[H-].[Na+]>O>[CH3:15][C:14]1[O:13][C:12]([C:16]2[CH:21]=[CH:20][CH:19]=[CH:18][CH:17]=2)=[N:11][C:10]=1[CH2:9][CH2:8][C:5]1[S:6][CH:7]=[C:3]([CH2:2][O:22][C:23]2[CH:24]=[C:25]([CH2:29][C:30]([O:32][CH3:33])=[O:31])[CH:26]=[CH:27][CH:28]=2)[N:4]=1 |f:3.4|. Procedure details: To a mixture of 4-[2-(4-chloromethyl-2-thiazolyl)ethyl]-5-methyl-2-phenyloxazole (0.64 g), methyl 2-(3-hydroxyphenyl)acetate (0.30 g) and N,N-dimethylformamide (20 mL) was added sodium hydride (60%, oil, 0.09 g) under ice-cooling, and the mixture was stirred at room temperature for 15 hrs. The reaction mixture was poured into water and extracted with ethyl acetate. The organic layer was washed successively with water, 2N aqueous sodium hydroxide solution and saturated brine, dried over anhydrous... Starting materials: COC(=O)NC(=S)NC1=C(C=C(C=C1)CCCC)N (1-Methoxycarbonyl-3-(2-amino-4-n-butylphenyl)thiourea), C(=O)O (formic acid). Solvent: O (water). Yields the product COC(=O)NC(=S)NC1=C(C=C(C=C1)CCCC)NC=O (1-methoxycarbonyl-3-(4-n-butyl-2-formamidophenyl)thiourea). Isolated yield 73.2%. As a reaction SMILES: [CH3:1][O:2][C:3]([NH:5][C:6]([NH:8][C:9]1[CH:14]=[CH:13][C:12]([CH2:15][CH2:16][CH2:17][CH3:18])=[CH:11][C:10]=1[NH2:19])=[S:7])=[O:4].[CH:20](O)=[O:21]>O>[CH3:1][O:2][C:3]([NH:5][C:6]([NH:8][C:9]1[CH:14]=[CH:13][C:12]([CH2:15][CH2:16][CH2:17][CH3:18])=[CH:11][C:10]=1[NH:19][CH:20]=[O:21])=[S:7])=[O:4]. Procedure: 1-Methoxycarbonyl-3-(2-amino-4-n-butylphenyl)thiourea (15.0 g; 0.053 mole) and formic acid (18.4 g; 0.4 mole) were mixed together at laboratory temperature and the mixture was refluxed for forty minutes. The hot clear solution was then poured into water, and the solid which separated was filtered off, washed with water, dried and crystallised from 2-ethoxyethanol to give 1-methoxycarbonyl-3-(4-n-butyl-2-formamidophenyl)thiourea (12.0 g), m.p. 182°-183° C. (with decomposition).